From a dataset of the Open Reaction Database (ORD), a public repository of structured organic reaction records. describe an organic reaction: reactants, conditions, products, and yield The product is C(C)(C)(C)NS(=O)(=O)C=1SC(=CC1)C1=NC=CC(=C1)C1=NC(=CC(=N1)C1=CC=C(C=C1)F)C(F)(F)F (5-{4-[4-(4-fluoro-phenyl)-6-trifluoromethyl-pyrimidin-2-yl]-pyridin-2-yl}-thiophene-2-sulfonic acid tert-butyl amide), solid. Procedure details: 5-{4-[4-(4-fluoro-phenyl)-6-trifluoromethyl-pyrimidin-2-yl]-pyridin-2-yl}-thiophene-2-sulfonic acid tert-butyl amide was prepared from 2-(2-chloro-pyridin-4-yl)-4-(4-fluoro-phenyl)-6-trifluoromethyl-pyrimidine (example E.103) (0.24 g, 0.68 mmol) and N-tert-butyl-5-(4,4,5,5-tetramethyl-1,3,2-dioxaborolan-2-yl)-thiophene-2-sulfonamide (example F.1) (0.28 g, 0.81 mmol) according to the general procedure VI. Obtained as light brown solid (0.27 g), which was subsequently deprotected. Reactants: ClC1=NC=CC(=C1)C1=NC(=CC(=N1)C1=CC=C(C=C1)F)C(F)(F)F (2-(2-chloro-pyridin-4-yl)-4-(4-fluoro-phenyl)-6-trifluoromethyl-pyrimidine), C(C)(C)(C)NS(=O)(=O)C=1SC(=CC1)B1OC(C(O1)(C)C)(C)C (N-tert-Butyl-5-(4,4,5,5-tetramethyl-1,3,2-dioxaborolan-2-yl)-thiophene-2-sulfonamide). RXN SMILES: Cl[C:2]1[CH:7]=[C:6]([C:8]2[N:13]=[C:12]([C:14]3[CH:19]=[CH:18][C:17]([F:20])=[CH:16][CH:15]=3)[CH:11]=[C:10]([C:21]([F:24])([F:23])[F:22])[N:9]=2)[CH:5]=[CH:4][N:3]=1.[C:25]([NH:29][S:30]([C:33]1[S:34][C:35](B2OC(C)(C)C(C)(C)O2)=[CH:36][CH:37]=1)(=[O:32])=[O:31])([CH3:28])([CH3:27])[CH3:26]>>[C:25]([NH:29][S:30]([C:33]1[S:34][C:35]([C:2]2[CH:7]=[C:6]([C:8]3[N:13]=[C:12]([C:14]4[CH:19]=[CH:18][C:17]([F:20])=[CH:16][CH:15]=4)[CH:11]=[C:10]([C:21]([F:24])([F:23])[F:22])[N:9]=3)[CH:5]=[CH:4][N:3]=2)=[CH:36][CH:37]=1)(=[O:31])=[O:32])([CH3:28])([CH3:26])[CH3:27].